Dataset: the Open Reaction Database (ORD), a public repository of structured organic reaction records. Task: describe an organic reaction: reactants, conditions, products, and yield The reactants are CC(C)N(CCNC(=O)n1ccnc1)C1CCCC1, CCNC(=O)C1OC(n2cnc3c(NCC(c4ccccc4)c4ccccc4)nc(C(=O)NCCN)nc32)C(O)C1O. Yields the product CCNC(=O)C1OC(n2cnc3c(NCC(c4ccccc4)c4ccccc4)nc(C(=O)NCCNC(=O)NCCN(C(C)C)C4CCCC4)nc32)C(O)C1O. RXN SMILES: [CH:43]1([N:48]([CH2:49][CH2:50][NH:51][C:52](=[O:53])[n:54]2[cH:55][cH:56][n:57][cH:58]2)[CH:59]([CH3:60])[CH3:61])[CH2:44][CH2:45][CH2:46][CH2:47]1.[NH2:1][CH2:2][CH2:3][NH:4][C:5](=[O:6])[c:7]1[n:8][c:9]([NH:28][CH2:29][CH:30]([c:31]2[cH:32][cH:33][cH:34][cH:35][cH:36]2)[c:37]2[cH:38][cH:39][cH:40][cH:41][cH:42]2)[c:10]2[n:11][cH:12][n:13]([CH:16]3[O:17][CH:18]([C:23](=[O:24])[NH:25][CH2:26][CH3:27])[CH:19]([OH:22])[CH:20]3[OH:21])[c:14]2[n:15]1>>[NH:1]([CH2:2][CH2:3][NH:4][C:5](=[O:6])[c:7]1[n:8][c:9]([NH:28][CH2:29][CH:30]([c:31]2[cH:32][cH:33][cH:34][cH:35][cH:36]2)[c:37]2[cH:38][cH:39][cH:40][cH:41][cH:42]2)[c:10]2[n:11][cH:12][n:13]([CH:16]3[O:17][CH:18]([C:23](=[O:24])[NH:25][CH2:26][CH3:27])[CH:19]([OH:22])[CH:20]3[OH:21])[c:14]2[n:15]1)[C:52]([NH:51][CH2:50][CH2:49][N:48]([CH:43]1[CH2:44][CH2:45][CH2:46][CH2:47]1)[CH:59]([CH3:60])[CH3:61])=[O:53].